This data is from the Open Reaction Database (ORD), a public repository of structured organic reaction records. The task is: describe an organic reaction: reactants, conditions, products, and yield The reactants are ClC1=CC=C(C=C1)CCN(C(=O)C1=NC(=CC=C1N)C)CC1=CC=C(C=C1)C1CCC1 (3-amino-6-methyl-pyridine-2-carboxylic acid [2-(4-chloro-phenyl)-ethyl]-(4-cyclobutyl-benzyl)-amide), C=O (formaldehyde), [BH4-].[Na+] (sodium borohydride). The solvent is C(C)O (ethanol). Run at temperature 50 celsius, time 3 hour. Product: ClC1=CC=C(C=C1)CCN(C(=O)C1=NC(=CC=C1NC)C)CC1=CC=C(C=C1)C1CCC1 (6-methyl-3-methylamino-pyridine-2-carboxylic acid [2-(4-chloro-phenyl)-ethyl]-(4-cyclobutyl-benzyl)-amide). Yield: 80.8%. Reaction SMILES: [Cl:1][C:2]1[CH:7]=[CH:6][C:5]([CH2:8][CH2:9][N:10]([CH2:21][C:22]2[CH:27]=[CH:26][C:25]([CH:28]3[CH2:31][CH2:30][CH2:29]3)=[CH:24][CH:23]=2)[C:11]([C:13]2[C:18]([NH2:19])=[CH:17][CH:16]=[C:15]([CH3:20])[N:14]=2)=[O:12])=[CH:4][CH:3]=1.[CH2:32]=O.[BH4-].[Na+]>C(O)C>[Cl:1][C:2]1[CH:3]=[CH:4][C:5]([CH2:8][CH2:9][N:10]([CH2:21][C:22]2[CH:23]=[CH:24][C:25]([CH:28]3[CH2:31][CH2:30][CH2:29]3)=[CH:26][CH:27]=2)[C:11]([C:13]2[C:18]([NH:19][CH3:32])=[CH:17][CH:16]=[C:15]([CH3:20])[N:14]=2)=[O:12])=[CH:6][CH:7]=1 |f:2.3|. Procedure: A mixture of 3-amino-6-methyl-pyridine-2-carboxylic acid [2-(4-chloro-phenyl)-ethyl]-(4-cyclobutyl-benzyl)-amide (151 mg, 0.348 mmol), 37% aq. formaldehyde solution (0.16 mL, 2.09 mmol) and ethanol (2 mL) was stirred at 50° C. for 3 h, then after removal of volatile material by distillation, sodium borohydride (55 mg, 1.39 mmol) was added, and stirring at 50° C. was continued over 3 h. After cooling, the reaction mixture was partitioned between ethyl acetate and water, the organic layer was wash... The reactants are CN(C)CCCCCCCCCCCC (N,N-dimethyldodecylamine), BrCCCl (1-bromo-2-chloroethane), CO (methanol). Solvent: C(C)(C)(C)OC (t-butylmethylether). Conditions: temperature 65 celsius. The product is [Br-].ClCC[N+](CCCCCCCCCCCC)(C)C ((2-chloroethyl)dimethyldodecylammonium bromide). RXN SMILES: [CH3:1][N:2]([CH2:4][CH2:5][CH2:6][CH2:7][CH2:8][CH2:9][CH2:10][CH2:11][CH2:12][CH2:13][CH2:14][CH3:15])[CH3:3].[Br:16][CH2:17][CH2:18][Cl:19].CO>C(OC)(C)(C)C>[Br-:16].[Cl:19][CH2:18][CH2:17][N+:2]([CH3:1])([CH3:3])[CH2:4][CH2:5][CH2:6][CH2:7][CH2:8][CH2:9][CH2:10][CH2:11][CH2:12][CH2:13][CH2:14][CH3:15] |f:4.5|. Procedure details: Into a 1000 mL, round-bottomed flask equipped with air condensers and a magnetic stirring plate was charged N,N-dimethyldodecylamine (186.46 grams, 0.875 moles), 1-bromo-2-chloroethane (125.60 grams, 0.875 moles) and methanol (150 mL). The reaction was maintained at 65° C. for 48 hours. Solvent was removed by rotary evaporation under reduced pressure to yield brown oil. The oil was placed in a beaker and stirred with t-butylmethylether (2 L) causing a brownish white precipitate to form. The soli... The reactants are N1CCC2(CC1)CSC1=C(O2)C2=CC=CC=C2C(C1=O)=O (spiro[naphtho[1,2-b][1,4]oxathiine-2,4′-piperidine]-5,6-dione), CN1N=C(C=C1C)C(=O)Cl (1,5-dimethyl-1H-pyrazole-3-carbonyl chloride). Yields the product CN1N=C(C=C1C)C(=O)N1CCC2(CC1)CSC1=C(O2)C2=CC=CC=C2C(C1=O)=O (1′-[(1,5-dimethyl-1H-pyrazol-3-yl)carbonyl]spiro[naphtho[1,2-b][1,4]oxathiine-2,4′-piperidine]-5,6-dione). As a reaction SMILES: [NH:1]1[CH2:6][CH2:5][C:4]2([O:11][C:10]3[C:12]4[C:17]([C:18](=[O:21])[C:19](=[O:20])[C:9]=3[S:8][CH2:7]2)=[CH:16][CH:15]=[CH:14][CH:13]=4)[CH2:3][CH2:2]1.[CH3:22][N:23]1[C:27]([CH3:28])=[CH:26][C:25]([C:29](Cl)=[O:30])=[N:24]1>>[CH3:22][N:23]1[C:27]([CH3:28])=[CH:26][C:25]([C:29]([N:1]2[CH2:2][CH2:3][C:4]3([O:11][C:10]4[C:12]5[C:17]([C:18](=[O:21])[C:19](=[O:20])[C:9]=4[S:8][CH2:7]3)=[CH:16][CH:15]=[CH:14][CH:13]=5)[CH2:5][CH2:6]2)=[O:30])=[N:24]1. Procedure details: Compound 45 was synthesized using spiro[naphtho[1,2-b][1,4]oxathiine-2,4′-piperidine]-5,6-dione, 1,5-dimethyl-1H-pyrazole-3-carbonyl chloride and conditions outlined in procedure N. M.p.=184-185° C.; 300 MHz 1H NMR (DMSO-d6) δ 8.04 (d, 1H), 7.80 (m, 1H), 7.65 (m, 1H), 7.46 (m, 1H), 6.42 (s, 1H), 3.80 (s, 3H), 3.47 (m, 2H), 2.98 (s, 2H), 2.26 (s, 3H), 2.18 (m, 2H), 1.90 (m 2H), 1.62 (brs, 2H); LCMS: 424 [M+H]. The reactants are OCc1cc2cc(-c3ccc(OC(F)(F)F)cc3)ccc2n1Cc1ccccc1, CC(=O)Cl. The product is CC(=O)OCc1cc2cc(-c3ccc(OC(F)(F)F)cc3)ccc2n1Cc1ccccc1. Reaction SMILES: [CH2:1]([c:2]1[cH:3][cH:4][cH:5][cH:6][cH:7]1)[n:8]1[c:9]([CH2:28][OH:29])[cH:10][c:11]2[cH:12][c:13](-[c:17]3[cH:18][cH:19][c:20]([O:23][C:24]([F:25])([F:26])[F:27])[cH:21][cH:22]3)[cH:14][cH:15][c:16]12.[CH3:30][C:31]([Cl:32])=[O:33]>>[CH2:1]([c:2]1[cH:3][cH:4][cH:5][cH:6][cH:7]1)[n:8]1[c:9]([CH2:28][O:29][C:31]([CH3:30])=[O:33])[cH:10][c:11]2[cH:12][c:13](-[c:17]3[cH:18][cH:19][c:20]([O:23][C:24]([F:25])([F:26])[F:27])[cH:21][cH:22]3)[cH:14][cH:15][c:16]12. Starting materials: S(=O)(=O)([O-])[O-].[Na+].[Na+] (sodium sulfate), FC=1C=C(N)C=CC1 (3-fluoroaniline), Cl (hydrochloric acid), Cl.NO (hydroxylamine hydrochloride), ClC(C(O)O)(Cl)Cl (chloral hydrate). Solvent: O (water). Run at temperature 80 celsius. The product is FC=1C=C(C=CC1)NC(C=NO)=O (N-(3-fluoro-phenyl)-2-hydroxyimino-acetamide). Reaction SMILES: Cl[C:2](Cl)(Cl)[CH:3]([OH:5])O.S([O-])([O-])(=O)=O.[Na+].[Na+].[F:15][C:16]1[CH:17]=[C:18]([CH:20]=[CH:21][CH:22]=1)[NH2:19].Cl.Cl.[NH2:25][OH:26]>O>[F:15][C:16]1[CH:17]=[C:18]([NH:19][C:3](=[O:5])[CH:2]=[N:25][OH:26])[CH:20]=[CH:21][CH:22]=1 |f:1.2.3,6.7|. Procedure details: A mixture of chloral hydrate (0.819 g) in water (25 ml) was treated with sodium sulfate (5.10 g), 3-fluoroaniline (0.43 ml), concentrated hydrochloric acid (0.3 ml), and hydroxylamine hydrochloride (0.938 g). The mixture was warmed to 80° C. for 2 hours then allowed to cool and then filtered. The solid was washed with water and then dried in air for 16 hours to afford N-(3-fluoro-phenyl)-2-hydroxyimino-acetamide (0.756 g) as a buff solid. LC-MS (METHOD B): RT=2.51 minutes; 181 (M+H)+. (b) 2-Hydr... Isolated yield 84.4%. Reaction SMILES: Br[C:2]12[CH2:11][CH:6]3[CH2:7][CH:8]([CH2:10][CH:4]([CH2:5]3)[CH2:3]1)[CH2:9]2.[Cl:12][C:13]1[CH:18]=[CH:17][CH:16]=[CH:15][C:14]=1[O:19][CH3:20]>>[Cl:12][C:13]1[CH:18]=[C:17]([C:2]23[CH2:11][CH:6]4[CH2:7][CH:8]([CH2:10][CH:4]([CH2:5]4)[CH2:3]2)[CH2:9]3)[CH:16]=[CH:15][C:14]=1[O:19][CH3:20]. Procedure: The title compound was prepared from 1-chloro-2-methoxybenzene (10 mL) and 1-bromoadamantane (3.25 g, 15.25 mmol) according to the step 1 of the example 5, which was given 1-(3-chloro-4-methoxyphenyl)adamantane (3.52 g, 84.4% yield). Yields the product ClC=1C=C(C=CC1OC)C12CC3CC(CC(C1)C3)C2 (1-(3-chloro-4-methoxyphenyl)adamantane). Starting materials: BrC12CC3CC(CC(C1)C3)C2 (1-bromoadamantane), ClC1=C(C=CC=C1)OC (1-chloro-2-methoxybenzene).